From a dataset of the Open Reaction Database (ORD), a public repository of structured organic reaction records. describe an organic reaction: reactants, conditions, products, and yield Starting materials: BrC1=CC=C2CCN(C2=C1)C(=O)OC(C)(C)C (tert-butyl 6-bromo-2,3-dihydro-1H-indole-1-carboxylate), C(CCC)[Sn](C=C)(CCCC)CCCC (tributyl(vinyl)tin), CC1=C(CN2C=CC3=CC=C(C=C23)C(=O)O)C(=CC=C1)C (1-(2,6-dimethylbenzyl)-1H-indole-6-carboxylic acid). Yields the product C(=C)C1=CC=C2CCN(C2=C1)C(=O)OC(C)(C)C (tert-butyl 2,3-dihydro-6-vinyl-1H-indole-1-carboxylate). Reaction SMILES: Br[C:2]1[CH:10]=[C:9]2[C:5]([CH2:6][CH2:7][N:8]2[C:11]([O:13][C:14]([CH3:17])([CH3:16])[CH3:15])=[O:12])=[CH:4][CH:3]=1.[CH2:18]([Sn](CCCC)(CCCC)C=C)[CH2:19]CC.CC1C=CC=C(C)C=1CN1C2C(=CC=C(C(O)=O)C=2)C=C1>>[CH:18]([C:2]1[CH:10]=[C:9]2[C:5]([CH2:6][CH2:7][N:8]2[C:11]([O:13][C:14]([CH3:17])([CH3:16])[CH3:15])=[O:12])=[CH:4][CH:3]=1)=[CH2:19]. Reported procedure: The titled compound (207 mg) as a white solid was prepared from tert-butyl 6-bromo-2,3-dihydro-1H-indole-1-carboxylate obtained by the method described in the document (WO 1998/43956 A) and tributyl(vinyl)tin according to the method of the process (2) of Example 66.